From a dataset of the Open Reaction Database (ORD), a public repository of structured organic reaction records. describe an organic reaction: reactants, conditions, products, and yield Reaction SMILES: [CH2:1]([CH3:2])[O:3][c:4]1[n:5][n:6]([CH2:16][c:17]2[cH:18][cH:19][c:20]([O:23][CH2:24][CH2:25][N:26]([c:27]3[n:28][cH:29][cH:30][cH:31][cH:32]3)[CH3:33])[cH:21][cH:22]2)[cH:7][c:8]1[CH2:9][CH2:10][C:11](=[O:12])[O:13][CH2:14][CH3:15].[CH3:41][CH2:42][OH:43].[ClH:44].[Na+:35].[O:36]1[CH2:37][CH2:38][CH2:39][CH2:40]1.[OH-:34]>>[CH2:1]([CH3:2])[O:3][c:4]1[n:5][n:6]([CH2:16][c:17]2[cH:18][cH:19][c:20]([O:23][CH2:24][CH2:25][N:26]([c:27]3[n:28][cH:29][cH:30][cH:31][cH:32]3)[CH3:33])[cH:21][cH:22]2)[cH:7][c:8]1[CH2:9][CH2:10][C:11](=[O:12])[OH:13]. Product: CCOc1nn(Cc2ccc(OCCN(C)c3ccccn3)cc2)cc1CCC(=O)O. The reactants are CCOC(=O)CCc1cn(Cc2ccc(OCCN(C)c3ccccn3)cc2)nc1OCC, CCO, Cl, [Na+], C1CCOC1, [OH-]. Starting materials: C(C)OC(CCC1=NNC(C2=CC(=CC=C12)OC)=O)=O (3-(6-methoxy-4-oxo-3,4-dihydro-phthalazin-1-yl)-propionic acid ethyl ester), O=P(Cl)(Cl)Cl (POCl3). The solvent is C(C)#N (acetonitrile). Yields the product C(C)OC(CCC1=NN=C(C2=CC(=CC=C12)OC)Cl)=O (3-(4-Chloro-6-methoxy-phthalazin-1-yl)-propionic acid ethyl ester). Yield: 84.8%. Reaction SMILES: [CH2:1]([O:3][C:4](=[O:20])[CH2:5][CH2:6][C:7]1[C:16]2[C:11](=[CH:12][C:13]([O:17][CH3:18])=[CH:14][CH:15]=2)[C:10](=O)[NH:9][N:8]=1)[CH3:2].O=P(Cl)(Cl)[Cl:23]>C(#N)C>[CH2:1]([O:3][C:4](=[O:20])[CH2:5][CH2:6][C:7]1[C:16]2[C:11](=[CH:12][C:13]([O:17][CH3:18])=[CH:14][CH:15]=2)[C:10]([Cl:23])=[N:9][N:8]=1)[CH3:2]. Procedure: Operating analogously to example 114 starting from 3-(6-methoxy-4-oxo-3,4-dihydro-phthalazin-1-yl)-propionic acid ethyl ester (552 mg, 2 mmoles), prepared as described in example 119, and POCl3 (1.12 ml, 12 mmoles) in acetonitrile (5 ml), 0.5 g of the title compound were obtained (yield: 84.8%). Reactants: CCO, NN, O, Nc1[nH]nc(-c2ccc([N+](=O)[O-])cc2)c1-c1nc2ccccc2s1. Product: Nc1ccc(-c2n[nH]c(N)c2-c2nc3ccccc3s2)cc1. Reaction SMILES: [CH3:28][CH2:29][OH:30].[NH2:26][NH2:27].[OH2:25].[s:1]1[c:2](-[c:10]2[c:11]([NH2:24])[nH:12][n:13][c:14]2-[c:15]2[cH:16][cH:17][c:18]([N+:21]([O-:22])=[O:23])[cH:19][cH:20]2)[n:3][c:4]2[c:5]1[cH:6][cH:7][cH:8][cH:9]2>>[s:1]1[c:2](-[c:10]2[c:11]([NH2:24])[nH:12][n:13][c:14]2-[c:15]2[cH:16][cH:17][c:18]([NH2:21])[cH:19][cH:20]2)[n:3][c:4]2[c:5]1[cH:6][cH:7][cH:8][cH:9]2. The reactants are C(C(=O)Cl)(=O)Cl (Oxalyl chloride), C(C)(=O)OC1=CC=C(C(=O)O)C=C1 (4-acetoxybenzoic acid), CC1=C(N)C=C(C=C1)[N+](=O)[O-] (2-methyl-5-nitroaniline), N1=CC=CC=C1 (pyridine). Reagents/catalysts: CN(C)C=O (DMF). The solvent is C(Cl)Cl (methylene chloride), C(Cl)Cl (methylene chloride). Conditions: time 2 hour. The product is CC1=C(C=C(C=C1)[N+](=O)[O-])NC(C1=CC=C(C=C1)OC(C)=O)=O (N-(2-methyl-5-nitrophenyl)-4-acetoxybenzamide). The yield is 51.0%. RXN SMILES: C(Cl)(=O)C(Cl)=O.[C:7]([O:10][C:11]1[CH:19]=[CH:18][C:14]([C:15]([OH:17])=O)=[CH:13][CH:12]=1)(=[O:9])[CH3:8].[CH3:20][C:21]1[CH:27]=[CH:26][C:25]([N+:28]([O-:30])=[O:29])=[CH:24][C:22]=1[NH2:23].N1C=CC=CC=1>CN(C=O)C.C(Cl)Cl>[CH3:20][C:21]1[CH:27]=[CH:26][C:25]([N+:28]([O-:30])=[O:29])=[CH:24][C:22]=1[NH:23][C:15](=[O:17])[C:14]1[CH:13]=[CH:12][C:11]([O:10][C:7](=[O:9])[CH3:8])=[CH:19][CH:18]=1. Procedure details: Oxalyl chloride (0.5 ml) was added slowly to a stirred mixture of 4-acetoxybenzoic acid (1.09 g), methylene chloride (30 ml) and DMF (one drop) and the mixture was stirred at ambient temperature for 2 hours. A solution of 2-methyl-5-nitroaniline (0.76 g) and pyridine (2 ml) in methylene chloride was added over 15 minutes and the mixture was stirred for a further 2 hours. The reaction mixture washed with a 5% aqueous acetic acid solution, with water and with a 5% aqueous sodium bicarbonate soluti...